This data is from the Open Reaction Database (ORD), a public repository of structured organic reaction records. The task is: describe an organic reaction: reactants, conditions, products, and yield Starting materials: C(C)(C)(C)NS(=O)(=O)C1=CC=C(S1)C1=NC=C(C(=N1)NC1=NNC(=C1)C1CC1)C(=O)O (2-(5-(N-tert-butylsulfamoyl)thiophen-2-yl)-4-(5-cyclopropyl-1H-pyrazol-3-ylamino)pyrimidine-5-carboxylic acid), B(Cl)(Cl)Cl (BCl3). The solvent is C(Cl)Cl (CH2Cl2). Reaction conditions: time 3 hour. Yields the product C1(CC1)C1=CC(=NN1)NC1=NC(=NC=C1C(=O)O)C=1SC(=CC1)S(N)(=O)=O (4-(5-cyclopropyl-1H-pyrazol-3-ylamino)-2-(5-sulfamoylthiophen-2-yl)pyrimidine-5-carboxylic acid). As a reaction SMILES: C([NH:5][S:6]([C:9]1[S:13][C:12]([C:14]2[N:19]=[C:18]([NH:20][C:21]3[CH:25]=[C:24]([CH:26]4[CH2:28][CH2:27]4)[NH:23][N:22]=3)[C:17]([C:29]([OH:31])=[O:30])=[CH:16][N:15]=2)=[CH:11][CH:10]=1)(=[O:8])=[O:7])(C)(C)C.B(Cl)(Cl)Cl>C(Cl)Cl>[CH:26]1([C:24]2[NH:23][N:22]=[C:21]([NH:20][C:18]3[C:17]([C:29]([OH:31])=[O:30])=[CH:16][N:15]=[C:14]([C:12]4[S:13][C:9]([S:6](=[O:8])(=[O:7])[NH2:5])=[CH:10][CH:11]=4)[N:19]=3)[CH:25]=2)[CH2:27][CH2:28]1. Procedure details: To a solution of 2-(5-(N-tert-butylsulfamoyl)thiophen-2-yl)-4-(5-cyclopropyl-1H-pyrazol-3-ylamino)pyrimidine-5-carboxylic acid (80 mg, 0.17 mmol, 1.0 eq) in CH2Cl2 (20 mL) was added 1N BCl3 (3.4 mL, 3.4 mmol, 20.0 eq) at rt. The mixture was stirred for 3 h and concentrated. The residue was purified by recrystallization with methanol and isopropylether to 4-(5-cyclopropyl-1H-pyrazol-3-ylamino)-2-(5-sulfamoylthiophen-2-yl)pyrimidine-5-carboxylic acid (Compound 179) (30 mg, 44%). LC-MS (m/z)=407.0 ... Reactants: C(C1=CC=CC=C1)OC1=C(C=C(C=C1)\C=C(\C(=O)OCC)/OCC)[N+](=O)[O-] (Ethyl (2Z)-3-[4-(benzyloxy)-3-nitrophenyl]-2-ethoxyacrylate). The reagents and catalysts are [Pd] (Pd/C). The solvent is C(C)OC(C)=O (ethylacetate). Yields the product NC=1C=C(C=CC1O)CC(C(=O)OCC)OCC (Ethyl 3-(3-amino-4-hydroxyphenyl)-2-ethoxypropanoate). The yield is 13.1%. RXN SMILES: C([O:8][C:9]1[CH:14]=[CH:13][C:12](/[CH:15]=[C:16](\[O:22][CH2:23][CH3:24])/[C:17]([O:19][CH2:20][CH3:21])=[O:18])=[CH:11][C:10]=1[N+:25]([O-])=O)C1C=CC=CC=1>C(OC(=O)C)C.[Pd]>[NH2:25][C:10]1[CH:11]=[C:12]([CH2:15][CH:16]([O:22][CH2:23][CH3:24])[C:17]([O:19][CH2:20][CH3:21])=[O:18])[CH:13]=[CH:14][C:9]=1[OH:8]. Procedure: Ethyl (2Z)-3-[4-(benzyloxy)-3-nitrophenyl]-2-ethoxyacrylate (0.83 g, 1.57 mmole) was hydrogenated in ethylacetate (10 ml) at atmospheric pressure using Pd/C (5%) as a catalyst. The mixture was filtered through celite and evaporated in vacuo. Purification of the crude product with preparative HPLC (Kromasil C8, 7 μm, 50×250 mm) using actonitrile(0-60%) in ammonium acetate buffer (pH 7) as mobile phase gave 0.052 g (13% yield) of the desired product. The reactants are O=C(O)c1cn(-c2cccc(Br)c2)cn1, CC(=O)NN, CCN=C=NCCCN(C)C, Cl, CN(C)C=O, On1nnc2cccnc21. The product is CC(=O)NNC(=O)c1cn(-c2cccc(Br)c2)cn1. Reaction SMILES: [Br:1][c:2]1[cH:3][c:4](-[n:8]2[cH:9][n:10][c:11]([C:13](=[O:14])[OH:15])[cH:12]2)[cH:5][cH:6][cH:7]1.[C:16]([CH3:17])(=[O:18])[NH:19][NH2:20].[CH3:31][N:32]([CH3:33])[CH2:34][CH2:35][CH2:36][N:37]=[C:38]=[N:39][CH2:40][CH3:41].[ClH:42].[O:43]=[CH:44][N:45]([CH3:46])[CH3:47].[OH:21][n:22]1[c:23]2[n:24][cH:25][cH:26][cH:27][c:28]2[n:29][n:30]1>>[Br:1][c:2]1[cH:3][c:4](-[n:8]2[cH:9][n:10][c:11]([C:13](=[O:15])[NH:20][NH:19][C:16]([CH3:17])=[O:18])[cH:12]2)[cH:5][cH:6][cH:7]1. Starting materials: COC(=O)C(C)NC1CCc2c(-c3noc(-c4ccc(OC(C)C)c(C#N)c4)n3)cccc21, N#CC1(N)CCc2ccccc21, [H-], [Na+], CN(C)C=O. The product is N#CC1CCc2ccccc21. Reaction SMILES: [C:1]([c:2]1[cH:3][c:4](-[c:5]2[o:6][n:7][c:8](-[c:9]3[cH:10][cH:11][cH:12][c:13]4[c:14]3[CH2:15][CH2:16][CH:17]4[NH:18][CH:19]([CH3:20])[C:21]([O:22][CH3:23])=[O:24])[n:25]2)[cH:26][cH:27][c:28]1[O:29][CH:30]([CH3:31])[CH3:32])#[N:33].[C:34](#[N:35])[C:36]1([NH2:45])[CH2:37][CH2:38][c:39]2[cH:40][cH:41][cH:42][cH:43][c:44]21.[H-:46].[Na+:47].[O:48]=[CH:49][N:50]([CH3:51])[CH3:52]>>[C:34](#[N:35])[CH:36]1[CH2:37][CH2:38][c:39]2[cH:40][cH:41][cH:42][cH:43][c:44]21.